This data is from the Open Reaction Database (ORD), a public repository of structured organic reaction records. The task is: describe an organic reaction: reactants, conditions, products, and yield Reactants: CC(C)(C)N=C=O, ClCCl, Cl, Fc1ccc(C(OC2CNC2)c2ccccc2C(F)(F)F)cc1. The product is CC(C)(C)NC(=O)N1CC(OC(c2ccc(F)cc2)c2ccccc2C(F)(F)F)C1. Reaction SMILES: [C:25]([CH3:26])([CH3:27])([CH3:28])[N:29]=[C:30]=[O:31].[Cl:32][CH2:33][Cl:34].[ClH:1].[F:2][C:3]([c:4]1[c:5]([CH:6]([c:7]2[cH:8][cH:9][c:10]([F:13])[cH:11][cH:12]2)[O:14][CH:15]2[CH2:16][NH:17][CH2:18]2)[cH:19][cH:20][cH:21][cH:22]1)([F:23])[F:24]>>[F:2][C:3]([c:4]1[c:5]([CH:6]([c:7]2[cH:8][cH:9][c:10]([F:13])[cH:11][cH:12]2)[O:14][CH:15]2[CH2:16][N:17]([C:30]([NH:29][C:25]([CH3:26])([CH3:27])[CH3:28])=[O:31])[CH2:18]2)[cH:19][cH:20][cH:21][cH:22]1)([F:23])[F:24]. The reactants are C(C)(=O)NC1=C2C=CC(=NC2=CC=C1F)C (5-acetamido-6-fluoroquinaldine), [H][H] (hydrogen), [H][H] (hydrogen). Reagents/catalysts: [Pt] (platinum on charcoal). The solvent is C(C)(=O)O (acetic acid). Yields the product C(C)(=O)NC1=C2CCC(NC2=CC=C1F)C (5-acetamido-6-fluorotetrahydroquinaldine). Reaction SMILES: [C:1]([NH:4][C:5]1[C:14]([F:15])=[CH:13][CH:12]=[C:11]2[C:6]=1[CH:7]=[CH:8][C:9]([CH3:16])=[N:10]2)(=[O:3])[CH3:2].[H][H]>C(O)(=O)C.[Pt]>[C:1]([NH:4][C:5]1[C:14]([F:15])=[CH:13][CH:12]=[C:11]2[C:6]=1[CH2:7][CH2:8][CH:9]([CH3:16])[NH:10]2)(=[O:3])[CH3:2]. Reported procedure: In one liter of acetic acid was dissolved 95 g of 5-acetamido-6-fluoroquinaldine. To this mixture was added 10 g of five percent platinum on charcoal. The mixture was hydrogenated with hydrogen gas at 30 psi on a Paar apparatus for five hours. The amount of hydrogen used was 61 psi (versus 62 psi theoretical). The catalyst was removed by filtration, the filtrate was concentrated to 250 ml and decanted into cold stirred sodium hydroxide solution. The white precipitate was separated by filtration ... The reactants are Cc1ccc(-c2ccccc2-c2nnnn2[Sn](C)(C)C)cc1, ClC(c1ccccc1)(c1ccccc1)c1ccccc1, c1ccncc1. Product: Cc1ccc(-c2ccccc2-c2nnnn2C(c2ccccc2)(c2ccccc2)c2ccccc2)cc1. RXN SMILES: [CH3:1][Sn:2]([n:3]1[n:4][n:5][n:6][c:7]1-[c:8]1[c:9](-[c:14]2[cH:15][cH:16][c:17]([CH3:20])[cH:18][cH:19]2)[cH:10][cH:11][cH:12][cH:13]1)([CH3:21])[CH3:22].[c:23]1([C:29]([c:30]2[cH:31][cH:32][cH:33][cH:34][cH:35]2)([c:36]2[cH:37][cH:38][cH:39][cH:40][cH:41]2)[Cl:42])[cH:24][cH:25][cH:26][cH:27][cH:28]1.[cH:43]1[cH:44][cH:45][n:46][cH:47][cH:48]1>>[n:3]1([C:29]([c:23]2[cH:24][cH:25][cH:26][cH:27][cH:28]2)([c:30]2[cH:31][cH:32][cH:33][cH:34][cH:35]2)[c:36]2[cH:37][cH:38][cH:39][cH:40][cH:41]2)[n:4][n:5][n:6][c:7]1-[c:8]1[c:9](-[c:14]2[cH:15][cH:16][c:17]([CH3:20])[cH:18][cH:19]2)[cH:10][cH:11][cH:12][cH:13]1. Reactants: C(C=O)(=O)O (glyoxylic acid), C(C)C1=C(N)C(=CC=C1)CC (2,6-diethylaniline), C(=O)O (formic acid). Run at temperature 70 celsius, time 1 hour. Reported procedure: 32.6 g (0.22 mole) of an approximately 50% strength aqueous glyoxylic acid solution were added dropwise to 14.9 g (0.10 mole) of 2,6-diethylaniline and 100 ml of formic acid at room temperature, with gentle warming. The mixture was stirred at 70° C. for 1 hour, with vigorous evolution of gas, the formic acid was distilled off up to an internal temperature of 120° C., the mixture was allowed to cool and was poured onto water and the solid was filtered off with suction and dired. 21.8 g of N-(2,6-... As a reaction SMILES: [C:1]([OH:5])(=[O:4])[CH:2]=O.[CH2:6]([C:8]1[CH:14]=[CH:13][CH:12]=[C:11]([CH2:15][CH3:16])[C:9]=1[NH2:10])[CH3:7].[CH:17](O)=[O:18]>>[CH2:6]([C:8]1[CH:14]=[CH:13][CH:12]=[C:11]([CH2:15][CH3:16])[C:9]=1[N:10]([CH:17]=[O:18])[CH2:2][C:1]([OH:5])=[O:4])[CH3:7]. The product is C(C)C1=C(C(=CC=C1)CC)N(CC(=O)O)C=O (N-(2,6-diethylphenyl)-N-formylglycine).